This data is from the Open Reaction Database (ORD), a public repository of structured organic reaction records. The task is: describe an organic reaction: reactants, conditions, products, and yield The reactants are ClC1=CC=C(OC2CN(C2)CC[C@@H](CO)NC(=O)NC2=CC(=CC(=C2)OC)OC)C=C1 (1-{(S)-3-[3-(4-Chloro-phenoxy)-azetidin-1-yl]-1-hydroxymethyl-propyl}-3-(3,5-dimethoxy-phenyl)-urea), [N-]=C=O (isocyanate), [N-]=C=S (isothiocyanate). Yields the product ClC1=CC=C(OC2CN(C2)CC[C@@H](CO)NC(=S)NC2=CC(=CC=C2)OC)C=C1 (1-{(S)-3-[3-(4-Chloro-phenoxy)-azetidin-1-yl]-1-hydroxymethyl-propyl}-3-(3-methoxy-phenyl)-thiourea). Reaction SMILES: [Cl:1][C:2]1[CH:31]=[CH:30][C:5]([O:6][CH:7]2[CH2:10][N:9]([CH2:11][CH2:12][C@H:13]([NH:16][C:17]([NH:19][C:20]3[CH:25]=[C:24](OC)[CH:23]=[C:22]([O:28][CH3:29])[CH:21]=3)=O)[CH2:14][OH:15])[CH2:8]2)=[CH:4][CH:3]=1.[N-]=C=O.[N-]=C=[S:37]>>[Cl:1][C:2]1[CH:31]=[CH:30][C:5]([O:6][CH:7]2[CH2:10][N:9]([CH2:11][CH2:12][C@H:13]([NH:16][C:17]([NH:19][C:20]3[CH:25]=[CH:24][CH:23]=[C:22]([O:28][CH3:29])[CH:21]=3)=[S:37])[CH2:14][OH:15])[CH2:8]2)=[CH:4][CH:3]=1. Reported procedure: This compound is prepared in a manner analogous to that used to prepare 1-{(S)-3-[3-(4-Chloro-phenoxy)-azetidin-1-yl]-1-hydroxymethyl-propyl}-3-(3,5-dimethoxy-phenyl)-urea in Example 26 except in the final step the isocyanate is replaced with the appropriate isothiocyanate.